describe an organic reaction: reactants, conditions, products, and yield From a dataset of the Open Reaction Database (ORD), a public repository of structured organic reaction records. The reactants are CC(=O)O, CCOC(=O)Cl, O, FC(F)C(F)(F)Sc1nc(-c2ccccc2)c(-c2ccccc2)[nH]1, c1ccncc1. The product is CCOC(=O)n1c(SC(F)(F)C(F)F)nc(-c2ccccc2)c1-c1ccccc1. RXN SMILES: [CH3:32][C:33](=[O:34])[OH:35].[Cl:25][C:26](=[O:27])[O:28][CH2:29][CH3:30].[OH2:31].[c:1]1(-[c:7]2[n:8][c:9]([S:18][C:19]([CH:20]([F:21])[F:22])([F:23])[F:24])[nH:10][c:11]2-[c:12]2[cH:13][cH:14][cH:15][cH:16][cH:17]2)[cH:2][cH:3][cH:4][cH:5][cH:6]1.[cH:36]1[cH:37][cH:38][n:39][cH:40][cH:41]1>>[c:1]1(-[c:7]2[n:8]([C:26](=[O:27])[O:28][CH2:29][CH3:30])[c:9]([S:18][C:19]([CH:20]([F:21])[F:22])([F:23])[F:24])[n:10][c:11]2-[c:12]2[cH:13][cH:14][cH:15][cH:16][cH:17]2)[cH:2][cH:3][cH:4][cH:5][cH:6]1. The reactants are Cc1ccccc1S(=O)(=O)n1ccc2c(Br)cccc21, CN1CC2CC1CN2. Product: Cc1ccccc1S(=O)(=O)n1ccc2c(C34CNC(CN3C)C4)cccc21. Reaction SMILES: [Br:1][c:2]1[c:3]2[cH:4][cH:5][n:6]([S:11](=[O:12])(=[O:13])[c:14]3[c:15]([CH3:20])[cH:16][cH:17][cH:18][cH:19]3)[c:7]2[cH:8][cH:9][cH:10]1.[CH3:21][N:22]1[CH:23]2[CH2:24][NH:25][CH:26]([CH2:27]1)[CH2:28]2>>[c:2]1([C:23]23[N:22]([CH3:21])[CH2:27][CH:26]([NH:25][CH2:24]2)[CH2:28]3)[c:3]2[cH:4][cH:5][n:6]([S:11](=[O:12])(=[O:13])[c:14]3[c:15]([CH3:20])[cH:16][cH:17][cH:18][cH:19]3)[c:7]2[cH:8][cH:9][cH:10]1. Starting materials: C(C1=CC=CC=C1)Cl (benzyl chloride), [H-].[Na+] (sodium hydride), oil, OC1=C(C=O)C=CC=C1OC (2-hydroxy-3-methoxy benzaldehyde). Run in CCCCCC (hexane). The product is C(C1=CC=CC=C1)OC1=C(C=O)C=CC=C1OC (2-Benzyloxy-3-methoxybenzaldehyde). Isolated yield 77.8%. Reaction SMILES: [H-].[Na+].[OH:3][C:4]1[C:11]([O:12][CH3:13])=[CH:10][CH:9]=[CH:8][C:5]=1[CH:6]=[O:7].[CH2:14](Cl)[C:15]1[CH:20]=[CH:19][CH:18]=[CH:17][CH:16]=1>CCCCCC>[CH2:14]([O:3][C:4]1[C:11]([O:12][CH3:13])=[CH:10][CH:9]=[CH:8][C:5]=1[CH:6]=[O:7])[C:15]1[CH:20]=[CH:19][CH:18]=[CH:17][CH:16]=1 |f:0.1|. Procedure: A 60% dispersion of sodium hydride in mineral oil (5.26 g, 140 mmol) was washed with hexane and the hexane was removed. To the washed sodium hydride was added 75 mL of anhydrous DMF. The resultant slurry was well stirred and 21.38 g (140 mmol) of 2-hydroxy-3-methoxy benzaldehyde (commercially available from Aldrich Chemical Company) was added dropwise, over a period of 45 minutes. The mixture was stirred at 50° C. for 1 h and then 16.2 mL (140 mmol) of benzyl chloride was added in one portion. T... Starting materials: ClCCl, Cc1c(Nc2ccc(I)cc2F)c(NS(=O)(=O)C2(CCCOCc3ccccc3)CC2)c2n(c1=O)CCO2. Product: Cc1c(Nc2ccc(I)cc2F)c(NS(=O)(=O)C2(CCCO)CC2)c2n(c1=O)CCO2. RXN SMILES: [Cl:39][CH2:40][Cl:41].[F:1][c:2]1[c:3]([NH:9][c:10]2[c:11]([NH:21][S:22](=[O:23])(=[O:24])[C:25]3([CH2:28][CH2:29][CH2:30][O:31][CH2:32][c:33]4[cH:34][cH:35][cH:36][cH:37][cH:38]4)[CH2:26][CH2:27]3)[c:12]3[n:13]([c:14](=[O:17])[c:15]2[CH3:16])[CH2:18][CH2:19][O:20]3)[cH:4][cH:5][c:6]([I:8])[cH:7]1>>[F:1][c:2]1[c:3]([NH:9][c:10]2[c:11]([NH:21][S:22](=[O:23])(=[O:24])[C:25]3([CH2:28][CH2:29][CH2:30][OH:31])[CH2:26][CH2:27]3)[c:12]3[n:13]([c:14](=[O:17])[c:15]2[CH3:16])[CH2:18][CH2:19][O:20]3)[cH:4][cH:5][c:6]([I:8])[cH:7]1. Product: CCOC(=O)C(Cc1ccc(OC)c(CNC(=O)c2ccc(C(F)(F)F)cc2F)c1)OC(C)C. Starting materials: CN(C)C=O, [Cl-], O=C([O-])c1ccc(C(F)(F)F)cc1F, CCOC(=O)C(Cc1ccc(OC)c(CN)c1)OC(C)C, O, c1ccncc1. RXN SMILES: [CH3:44][N:45]([CH3:46])[CH:47]=[O:48].[Cl-:28].[F:29][c:30]1[c:31]([C:32](=[O:33])[O-:34])[cH:35][cH:36][c:37]([C:39]([F:40])([F:41])[F:42])[cH:38]1.[NH2:1][CH2:2][c:3]1[cH:4][c:5]([CH2:11][CH:12]([C:13](=[O:14])[O:15][CH2:16][CH3:17])[O:18][CH:19]([CH3:20])[CH3:21])[cH:6][cH:7][c:8]1[O:9][CH3:10].[OH2:43].[cH:22]1[cH:23][cH:24][n:25][cH:26][cH:27]1>>[NH:1]([CH2:2][c:3]1[cH:4][c:5]([CH2:11][CH:12]([C:13](=[O:14])[O:15][CH2:16][CH3:17])[O:18][CH:19]([CH3:20])[CH3:21])[cH:6][cH:7][c:8]1[O:9][CH3:10])[C:32]([c:31]1[c:30]([F:29])[cH:38][c:37]([C:39]([F:40])([F:41])[F:42])[cH:36][cH:35]1)=[O:33]. The reactants are C(C)N(C1=CC=C(C(=O)C=2C(=NC=CN2)C(=O)O)C=C1)CC (3-[4-(diethylamino)benzoyl]-2-pyrazinecarboxylic acid), C1(=CC=CC=C1)NC1=CC=CC=C1 (diphenylamine), C(C)(=O)OC(C)=O (acetic anhydride). Run at time 3 day. The product is C(C)N(C1=CC=C(C=C1)C1(OC(C=2C1=NC=CN2)=O)N(C2=CC=CC=C2)C2=CC=CC=C2)CC (7-[4-(diethylamino)phenyl]-7-(diphenylamino)furo[3,4-b]pyrazine-5(7H)-one). As a reaction SMILES: [CH2:1]([N:3]([CH2:21][CH3:22])[C:4]1[CH:20]=[CH:19][C:7]([C:8]([C:10]2[C:11]([C:16]([OH:18])=[O:17])=[N:12][CH:13]=[CH:14][N:15]=2)=O)=[CH:6][CH:5]=1)[CH3:2].[C:23]1([NH:29][C:30]2[CH:35]=[CH:34][CH:33]=[CH:32][CH:31]=2)[CH:28]=[CH:27][CH:26]=[CH:25][CH:24]=1.C(OC(=O)C)(=O)C>>[CH2:21]([N:3]([CH2:1][CH3:2])[C:4]1[CH:20]=[CH:19][C:7]([C:8]2([N:29]([C:30]3[CH:31]=[CH:32][CH:33]=[CH:34][CH:35]=3)[C:23]3[CH:28]=[CH:27][CH:26]=[CH:25][CH:24]=3)[C:10]3=[N:15][CH:14]=[CH:13][N:12]=[C:11]3[C:16](=[O:17])[O:18]2)=[CH:6][CH:5]=1)[CH3:22]. Reported procedure: A mixture of 0.1 g. of 3-[4-(diethylamino)benzoyl]-2-pyrazinecarboxylic acid, 0.1 g. of diphenylamine and 2 ml. of acetic anhydride was warmed for several hours and then allowed to stand for three days. The product, 7-[4-(diethylamino)phenyl]-7-(diphenylamino)furo[3,4-b]pyrazine-5(7H)-one was isolated by column chromatography as a light orange solid, m.p. 140°-142.6° C. A toluene solution of this product contacted with acidic clay or phenolic resin developed a red image. RXN SMILES: [CH2:1]([CH3:2])[O:3][P:4]([O:5][CH2:6][CH3:7])(=[O:8])[CH:9]=[CH:10][C:11]1([N:29]=[N+:30]=[N-:31])[O:12][CH:13]([n:21]2[c:22](=[O:28])[nH:23][c:24](=[O:27])[cH:25][cH:26]2)[CH:14]2[O:15][C:16]([CH3:19])([CH3:20])[O:17][CH:18]12.[CH:32]([OH:33])=[O:34].[OH2:35]>>[CH2:1]([CH3:2])[O:3][P:4]([O:5][CH2:6][CH3:7])(=[O:8])[CH:9]=[CH:10][C:11]1([N:29]=[N+:30]=[N-:31])[O:12][CH:13]([n:21]2[c:22](=[O:28])[nH:23][c:24](=[O:27])[cH:25][cH:26]2)[CH:14]([OH:15])[CH:18]1[OH:17]. Yields the product CCOP(=O)(C=CC1(N=[N+]=[N-])OC(n2ccc(=O)[nH]c2=O)C(O)C1O)OCC. Starting materials: CCOP(=O)(C=CC1(N=[N+]=[N-])OC(n2ccc(=O)[nH]c2=O)C2OC(C)(C)OC21)OCC, O=CO, O.